From a dataset of the Open Reaction Database (ORD), a public repository of structured organic reaction records. describe an organic reaction: reactants, conditions, products, and yield The reactants are [OH-].[K+] (potassium hydroxide), CN(C(CC1=C(C=CC=C1)NC1=C(C=CC=C1Cl)Cl)=O)C (N,N-dimethyl-o-(2,6-dichloroanilino)phenylacetamide). Solvent: C(C)O (ethanol). Product: ClC1=C(NC2=C(C=CC=C2)CC(=O)O)C(=CC=C1)Cl (o-(2,6-dichloroanilino)phenylacetic acid). The yield is 92.9%. RXN SMILES: [OH-:1].[K+].CN(C)[C:5](=[O:22])[CH2:6][C:7]1[CH:12]=[CH:11][CH:10]=[CH:9][C:8]=1[NH:13][C:14]1[C:19]([Cl:20])=[CH:18][CH:17]=[CH:16][C:15]=1[Cl:21]>C(O)C>[Cl:21][C:15]1[CH:16]=[CH:17][CH:18]=[C:19]([Cl:20])[C:14]=1[NH:13][C:8]1[CH:9]=[CH:10][CH:11]=[CH:12][C:7]=1[CH2:6][C:5]([OH:22])=[O:1] |f:0.1|. Reported procedure: To 40 ml of a 15% ethanol solution of potassium hydroxide was added 1.7 g of N,N-dimethyl-o-(2,6-dichloroanilino)phenylacetamide, and the mixture was agitated under reflux for 4 hours. After completion of the reaction, the solvent was removed by distillation under reduced pressure, and 30 ml of water was added to the residue and the mixture was made acidic by hydrochloric acid at a temperature lower than 5° C. The precipitated crystal was recovered by filtration under suction, washed with water ... Reactants: BrCCCCC(=O)OC (methyl 5-bromovalerate), C(C)(C)N(C(C)C)CC (N,N-diisopropylethylamine), [I-].[K+] (potassium iodide), Cl.Cl.N[C@@H]1CC[C@H](CC1)C(=O)NC1=C(OC2=C1C=CC=C2)C(=O)NC2=NC=C(C=C2)Cl (Trans-3-(4-aminocyclohexylcarbonylamino)-N-(5-chloropyridin-2-yl)benzofuran-2-carboxamide dihydrochloride), BrCCCCC(=O)OC (Methyl 5-bromovalerate), C(C)(C)N(C(C)C)CC (N,N-diisopropylethylamine), [I-].[K+] (potassium iodide). The solvent is C(C)(=O)OCC (ethyl acetate), CN(C(C)=O)C (N,N-dimethylacetamide). Conditions: temperature 100 celsius, time 24 hour. Product: COC(=O)CCCCN[C@@H]1CC[C@H](CC1)C(=O)NC1=C(OC2=C1C=CC=C2)C(=O)NC2=NC=C(C=C2)Cl (trans-3-[4-(4-methoxycarbonylbutylamino)cyclohexylcarbonylamino]-N-(5-chloropyridin-2-yl)-benzofuran-2-carboxamide). As a reaction SMILES: Cl.Cl.[NH2:3][C@H:4]1[CH2:9][CH2:8][C@H:7]([C:10]([NH:12][C:13]2[C:17]3[CH:18]=[CH:19][CH:20]=[CH:21][C:16]=3[O:15][C:14]=2[C:22]([NH:24][C:25]2[CH:30]=[CH:29][C:28]([Cl:31])=[CH:27][N:26]=2)=[O:23])=[O:11])[CH2:6][CH2:5]1.Br[CH2:33][CH2:34][CH2:35][CH2:36][C:37]([O:39][CH3:40])=[O:38].C(N(CC)C(C)C)(C)C.[I-].[K+]>CN(C)C(=O)C.C(OCC)(=O)C>[CH3:40][O:39][C:37]([CH2:36][CH2:35][CH2:34][CH2:33][NH:3][C@H:4]1[CH2:9][CH2:8][C@H:7]([C:10]([NH:12][C:13]2[C:17]3[CH:18]=[CH:19][CH:20]=[CH:21][C:16]=3[O:15][C:14]=2[C:22]([NH:24][C:25]2[CH:30]=[CH:29][C:28]([Cl:31])=[CH:27][N:26]=2)=[O:23])=[O:11])[CH2:6][CH2:5]1)=[O:38] |f:0.1.2,5.6|. Procedure details: Trans-3-(4-aminocyclohexylcarbonylamino)-N-(5-chloropyridin-2-yl)benzofuran-2-carboxamide dihydrochloride (300 mg) obtained in Example 219 is suspended in N,N-dimethylacetamide (5 ml), and thereto are added methyl 5-bromovalerate (106 μl), N,N-diisopropylethylamine (537 μl), and potassium iodide (111 mg), and the mixture is stirred at 100° C. for 24 hours. Methyl 5-bromovalerate (106 μl), N,N-diisopropylethylamine (537 μl) and potassium iodide (111 mg) are further added thereto, and the mixture ...